Dataset: the Open Reaction Database (ORD), a public repository of structured organic reaction records. Task: describe an organic reaction: reactants, conditions, products, and yield Starting materials: CS(=O)(=O)Cl (methanesulfonyl chloride), CN1CCOCC1 (N-methyl morpholine), CN(C)C1=NC=CC=C1 (dimethylaminopyridine), NC1=CC=C(C=C1)C=1N=C(SC1)C=1C=C(SC1C)C(=S)OC (Methyl 4-(4-(4-aminophenyl)(1,3-thiazol-2-yl))-5-methylthiothiophene-2-carboxylate). Solvent: ClCCl (dichloromethane). Reaction conditions: time 8 day. The product is CS(=O)(=O)NC1=CC=C(C=C1)C=1N=C(SC1)C=1C=C(SC1C)C(=S)OC (methyl 4-(4-{4-[(methylsulfonyl)amino]phenyl}(1,3-thiazol-2-yl))-5-methylthiothiophene-2-carboxylate). Yield: 66.4%. Reaction SMILES: [NH2:1][C:2]1[CH:7]=[CH:6][C:5]([C:8]2[N:9]=[C:10]([C:13]3[CH:14]=[C:15]([C:19]([O:21][CH3:22])=[S:20])[S:16][C:17]=3[CH3:18])[S:11][CH:12]=2)=[CH:4][CH:3]=1.CN1CCOCC1.CN(C1C=CC=CN=1)C.[CH3:39][S:40](Cl)(=[O:42])=[O:41]>ClCCl>[CH3:39][S:40]([NH:1][C:2]1[CH:7]=[CH:6][C:5]([C:8]2[N:9]=[C:10]([C:13]3[CH:14]=[C:15]([C:19]([O:21][CH3:22])=[S:20])[S:16][C:17]=3[CH3:18])[S:11][CH:12]=2)=[CH:4][CH:3]=1)(=[O:42])=[O:41]. Reported procedure: Methyl 4-(4-(4-aminophenyl)(1,3-thiazol-2-yl))-5-methylthiothiophene-2-carboxylate (200 mg, 0.55 mmol) was dissolved in dry dichloromethane (20 mL). To this, N-methyl morpholine (150 μL, 1.38 mmol) and dimethylaminopyridine (6.1 mg, 0.055 mmol) were added, the mixture was cooled on an ice bath, and methanesulfonyl chloride (43 μL, 0.55 mmol) was added dropwise. The mixture was then stirred for 8 days at room temperature. The mixture was partitioned between saturated sodium bicarbonate (50 mL) an... Reagents/catalysts: C=1C=CC(=CC1)[P](C=2C=CC=CC2)(C=3C=CC=CC3)[Pd]([P](C=4C=CC=CC4)(C=5C=CC=CC5)C=6C=CC=CC6)([P](C=7C=CC=CC7)(C=8C=CC=CC8)C=9C=CC=CC9)[P](C=1C=CC=CC1)(C=1C=CC=CC1)C=1C=CC=CC1 (tetrakis(triphenylphosphine)palladium(0)), [Cu]I (copper(I)iodide). Product: COC(C[C@H](C#CC1=CC(=CC=C1)C1=NC(=NO1)C)C1=CC(=C(C=C1)OC)OC1CCCC1)=O ((S)-methyl-3-(3-cyclopentyloxy-4-methoxyphenyl)-5-[3-(3-methyl[1,2,4]oxadiazol-5-yl)phenyl]pent-4ynoate). RXN SMILES: [CH3:1][O:2][C:3](=[O:22])[CH2:4][C@@H:5]([C:8]1[CH:13]=[CH:12][C:11]([O:14][CH3:15])=[C:10]([O:16][CH:17]2[CH2:21][CH2:20][CH2:19][CH2:18]2)[CH:9]=1)[C:6]#[CH:7].[CH3:23][C:24]1[N:28]=[C:27]([C:29]2[CH:30]=[C:31](I)[CH:32]=[CH:33][CH:34]=2)[O:26][N:25]=1>CCN(CC)CC.C1C=CC([P]([Pd]([P](C2C=CC=CC=2)(C2C=CC=CC=2)C2C=CC=CC=2)([P](C2C=CC=CC=2)(C2C=CC=CC=2)C2C=CC=CC=2)[P](C2C=CC=CC=2)(C2C=CC=CC=2)C2C=CC=CC=2)(C2C=CC=CC=2)C2C=CC=CC=2)=CC=1.[Cu]I>[CH3:1][O:2][C:3](=[O:22])[CH2:4][C@@H:5]([C:8]1[CH:13]=[CH:12][C:11]([O:14][CH3:15])=[C:10]([O:16][CH:17]2[CH2:21][CH2:20][CH2:19][CH2:18]2)[CH:9]=1)[C:6]#[C:7][C:31]1[CH:32]=[CH:33][CH:34]=[C:29]([C:27]2[O:26][N:25]=[C:24]([CH3:23])[N:28]=2)[CH:30]=1 |^1:46,48,67,86|. Isolated yield 31.7%. The reactants are COC(C[C@H](C#C)C1=CC(=C(C=C1)OC)OC1CCCC1)=O ((R)-methyl-3-(3-cyclopentyloxy-4-methoxyphenyl)-3-ethynylpropionate), CC1=NOC(=N1)C=1C=C(C=CC1)I (3-(3-methyl[1,2,4]oxadiazol-5-yl) iodobenzene). Procedure: A solution of (R)-methyl-3-(3-cyclopentyloxy-4-methoxyphenyl)-3-ethynylpropionate (150 mg, 0.5 mmol) and 3-(3-methyl[1,2,4]oxadiazol-5-yl) iodobenzene (144 mg, 0.5 mmol) in Et3N (4 ml) was treated with tetrakis(triphenylphosphine)palladium(0) (10 mg) and copper(I)iodide (10 mg). The reaction was heated to 55° for 30 min, and then the solvent was thoroughly evaporated. The residue was purified by flash chromatography (silica gel CH2Cl2 :hexane:Et2O/10:10:1) and gave the titled compound as an oil ... The solvent is CCN(CC)CC (Et3N). Starting materials: C(=O)(OC(C)(C)C)N[C@H](CCCNC(=O)OCC1=CC=CC=C1)C(=O)N[C@H](C)C1=CC=CC2=CC=CC=C12 ((R)-N2 -(Boc)-N5 -(Cbz)-(R)-N-[1-(1-naphthyl)ethyl]ornithine amide), CCOC(=O)C (EtOAc), Cl.CCOC(=O)C (HCl EtOAc). The solvent is CCOCC (Et2O). Product: Cl.C(=O)(OCC1=CC=CC=C1)NCCC[C@@H](N)C(=O)N[C@H](C)C1=CC=CC2=CC=CC=C12 ((R)-N5 -(Cbz)-(R)-N-[1-(1-Naphthyl)ethyl]ornithine amide hydrochloride). RXN SMILES: C([NH:8][C@@H:9]([C:24]([NH:26][C@@H:27]([C:29]1[C:38]2[C:33](=[CH:34][CH:35]=[CH:36][CH:37]=2)[CH:32]=[CH:31][CH:30]=1)[CH3:28])=[O:25])[CH2:10][CH2:11][CH2:12][NH:13][C:14]([O:16][CH2:17][C:18]1[CH:23]=[CH:22][CH:21]=[CH:20][CH:19]=1)=[O:15])(OC(C)(C)C)=O.CCOC(C)=O.[ClH:45].CCOC(C)=O>CCOCC>[ClH:45].[C:14]([NH:13][CH2:12][CH2:11][CH2:10][C@H:9]([C:24]([NH:26][C@@H:27]([C:29]1[C:38]2[C:33](=[CH:34][CH:35]=[CH:36][CH:37]=2)[CH:32]=[CH:31][CH:30]=1)[CH3:28])=[O:25])[NH2:8])([O:16][CH2:17][C:18]1[CH:23]=[CH:22][CH:21]=[CH:20][CH:19]=1)=[O:15] |f:2.3,5.6|. Procedure: Prepared according to the method described in Example 1(b) above from crude (R)-N2 -(Boc)-N5 -(Cbz)-(R)-N-[1-(1-naphthyl)ethyl]ornithine amide (7.5 g; from step (a) above), EtOAc (150 mL) and HCl/EtOAc (75 mL), 6 hours reaction time. The resulting heterogeneous solution was diluted with Et2O and the solids collected and dried to afford the sub-title compound as a white solid (4.8 g). The product is O=C1CNCC2COCCN12. Reactants: CO, O=C(OCc1ccccc1)N1CC(=O)N2CCOCC2C1. RXN SMILES: [CH3:22][OH:23].[O:1]=[C:2]1[CH2:3][N:4]([C:12]([O:13][CH2:14][c:15]2[cH:16][cH:17][cH:18][cH:19][cH:20]2)=[O:21])[CH2:5][CH:6]2[CH2:7][O:8][CH2:9][CH2:10][N:11]12>>[O:1]=[C:2]1[CH2:3][NH:4][CH2:5][CH:6]2[CH2:7][O:8][CH2:9][CH2:10][N:11]12. As a reaction SMILES: [Cl:1][C:2]1[CH:3]=[CH:4][C:5]2[N:11]=[C:10]([NH:12][NH2:13])[CH2:9][N:8]=[C:7]([C:14]3[CH:19]=[CH:18][CH:17]=[CH:16][CH:15]=3)[C:6]=2[CH:20]=1.[CH:21]([O-])([O-])OCC.S(=O)(=O)(O)O.C(=O)(O)[O-].[Na+]>C(Cl)(Cl)Cl>[Cl:1][C:2]1[CH:3]=[CH:4][C:5]2[N:11]3[CH:21]=[N:13][N:12]=[C:10]3[CH2:9][N:8]=[C:7]([C:14]3[CH:19]=[CH:18][CH:17]=[CH:16][CH:15]=3)[C:6]=2[CH:20]=1 |f:3.4|. The solvent is C(Cl)(Cl)Cl (chloroform). Starting materials: C([O-])(O)=O.[Na+] (sodium bicarbonate), ClC=1C=CC2=C(C(=NCC(=N2)NN)C2=CC=CC=C2)C1 (7-chloro-2-hydrazino-5-phenyl-3H-1,4-benzodiazepine), C(OCC)([O-])[O-] (ethyl orthoformate), S(O)(O)(=O)=O (sulfuric acid). Reported procedure: To a solution of 2.0 parts of 7-chloro-2-hydrazino-5-phenyl-3H-1,4-benzodiazepine and 7.4 parts of ethyl orthoformate in 80 parts by volume of chloroform is added 2 parts of concentrated sulfuric acid with stirring. The mixture is stirred at room temperature for further 30 minutes, and neutralized with a saturated aqueous sodium bicarbonate solution. Chloroform layer is washed with water and dried over sodium sulfate, followed by distillation of the solvent. Recrystallization of the residue from... Product: ClC=1C=CC2=C(C(=NCC=3N2C=NN3)C3=CC=CC=C3)C1 (8-chloro-6-phenyl-4H-s-triazolo-[4,3-a][1,4]benzodiazepine). Reactants: CI, CO, N#Cc1c(-c2ccco2)cc(N)[nH]c1=S. Product: CSc1nc(N)cc(-c2ccco2)c1C#N. Reaction SMILES: [CH3:16][I:17].[CH3:18][OH:19].[NH2:1][c:2]1[cH:3][c:4](-[c:11]2[o:12][cH:13][cH:14][cH:15]2)[c:5]([C:9]#[N:10])[c:6](=[S:8])[nH:7]1>>[NH2:1][c:2]1[cH:3][c:4](-[c:11]2[o:12][cH:13][cH:14][cH:15]2)[c:5]([C:9]#[N:10])[c:6]([S:8][CH3:16])[n:7]1. Reaction conditions: time 1 hour. Run in O1CCCC1 (tetrahydrofuran), CO (methanol), aqueous solution, [OH-].[Li+] (lithium hydroxide), C(C)(=O)OCC (ethyl acetate). The reactants are C(C)(=O)OC1=CC=C(C(=O)OC2=CC=C(C(=O)OCCCCCCCCCCCC)C=C2)C=C1 (dodecyl 4-(4-acetoxybenzoyloxy)benzoate). Procedure: In pyridine was dissolved 5 g of dodecyl p-hydroxybenzoate, and a solution of 5 g of p-acetoxybenzoic acid chloride in chloroform was added dropwise to the solution and the mixture was stirred at room temperature for 4 hours. Water was added to the thus-obtained solution, the mixture was extracted with chloroform, and the extract was washed with a 0.5N aqueous solution of hydrochloric acid, a saturated aqueous solution of sodium chloride, a saturated aqueous solution of NaHCO3 and a saturated aq... Reaction SMILES: C([O:4][C:5]1[CH:34]=[CH:33][C:8]([C:9]([O:11][C:12]2[CH:32]=[CH:31][C:15]([C:16]([O:18][CH2:19][CH2:20][CH2:21][CH2:22][CH2:23][CH2:24][CH2:25][CH2:26][CH2:27][CH2:28][CH2:29][CH3:30])=[O:17])=[CH:14][CH:13]=2)=[O:10])=[CH:7][CH:6]=1)(=O)C>O1CCCC1.CO.[OH-].[Li+].C(OCC)(=O)C>[OH:4][C:5]1[CH:34]=[CH:33][C:8]([C:9]([O:11][C:12]2[CH:32]=[CH:31][C:15]([C:16]([O:18][CH2:19][CH2:20][CH2:21][CH2:22][CH2:23][CH2:24][CH2:25][CH2:26][CH2:27][CH2:28][CH2:29][CH3:30])=[O:17])=[CH:14][CH:13]=2)=[O:10])=[CH:7][CH:6]=1 |f:3.4|. Product: OC1=CC=C(C(=O)OC2=CC=C(C(=O)OCCCCCCCCCCCC)C=C2)C=C1 (dodecyl 4-(4-hydroxybenzoyloxy)benzoate).